The task is: describe an organic reaction: reactants, conditions, products, and yield. This data is from the Open Reaction Database (ORD), a public repository of structured organic reaction records. Yields the product CC(C)Oc1ccc(-c2nc(-c3cccc4c3ccn4CCC(=O)[O-])no2)cc1C(F)(F)F, [Na+]. RXN SMILES: [CH3:1][CH:2]([CH3:3])[O:4][c:5]1[c:6]([C:32]([F:33])([F:34])[F:35])[cH:7][c:8](-[c:11]2[n:12][c:13](-[c:16]3[c:17]4[cH:18][cH:19][n:20]([CH2:25][CH2:26][C:27](=[O:28])[O:29][CH2:30][CH3:31])[c:21]4[cH:22][cH:23][cH:24]3)[n:14][o:15]2)[cH:9][cH:10]1.[CH3:38][CH2:39][OH:40].[Na+:37].[OH-:36]>>[CH3:1][CH:2]([CH3:3])[O:4][c:5]1[c:6]([C:32]([F:33])([F:34])[F:35])[cH:7][c:8](-[c:11]2[n:12][c:13](-[c:16]3[c:17]4[cH:18][cH:19][n:20]([CH2:25][CH2:26][C:27](=[O:28])[O-:29])[c:21]4[cH:22][cH:23][cH:24]3)[n:14][o:15]2)[cH:9][cH:10]1.[Na+:37]. The reactants are CCOC(=O)CCn1ccc2c(-c3noc(-c4ccc(OC(C)C)c(C(F)(F)F)c4)n3)cccc21, CCO, [Na+], [OH-]. Yield: 81.7%. Reported procedure: A mixture of 0.15 g (0.66 mmol) of 8-chloroimidazo[4,5-g]quinoline-7-carbonitrile, 0.1 g (0.78 mmol) of 5-amino-o-cresol and 0.075 g (0.66 mmol) of pyridine hydrochloride in 5.0 mL of 2-ethoxyethanol is heated at reflux temperature for 1 hour, cooled to room temperature, poured into a saturated solution of sodium bicarbonate and stirred for 0.5 hour. The solid is collected by filtration, washed with water, diethyl ether, methylene chloride, tetrahydrofuran and dried in vacuo to yield 0.17 g of 8... Starting materials: C([O-])(O)=O.[Na+] (sodium bicarbonate), ClC1=C(C=NC=2CC=3C(=CC12)N=CN3)C#N (8-chloroimidazo[4,5-g]quinoline-7-carbonitrile), NC1=CC=C(C(=C1)O)C (5-amino-o-cresol), Cl.N1=CC=CC=C1 (pyridine hydrochloride). The solvent is C(C)OCCO (2-ethoxyethanol). Reaction conditions: time 0.5 hour. As a reaction SMILES: Cl[C:2]1[C:11]2[CH:10]=[C:9]3[N:12]=[CH:13][N:14]=[C:8]3[CH2:7][C:6]=2[N:5]=[CH:4][C:3]=1[C:15]#[N:16].[NH2:17][C:18]1[CH:23]=[C:22]([OH:24])[C:21]([CH3:25])=[CH:20][CH:19]=1.Cl.N1C=CC=CC=1.C(=O)(O)[O-].[Na+]>C(OCCO)C>[OH:24][C:22]1[CH:23]=[C:18]([NH:17][C:2]2[C:11]3[CH:10]=[C:9]4[N:12]=[CH:13][N:14]=[C:8]4[CH2:7][C:6]=3[N:5]=[CH:4][C:3]=2[C:15]#[N:16])[CH:19]=[CH:20][C:21]=1[CH3:25] |f:2.3,4.5|. The product is OC=1C=C(C=CC1C)NC1=C(C=NC=2CC=3C(=CC12)N=CN3)C#N (8-(3-hydroxy-4-methyl-phenylamino)imidazo[4,5-g]quinoline-7-carbonitrile). Starting materials: C(=O)C=1C=C(OC2CCN(CC2)C(=O)OC(C)(C)C)C=C(C1)C(F)(F)F (tert-butyl 4-[3-formyl-5-(trifluoromethyl)phenoxy]piperidine-1-carboxylate), CNC (dimethylamine). Yields the product CN(C)CC=1C=C(OC2CCN(CC2)C(=O)OC(C)(C)C)C=C(C1)C(F)(F)F (tert-Butyl 4-[3-[(dimethylamino)methyl]-5-(trifluoromethyl)phenoxy]piperidine-1-carboxylate). As a reaction SMILES: [CH:1]([C:3]1[CH:4]=[C:5]([CH:20]=[C:21]([C:23]([F:26])([F:25])[F:24])[CH:22]=1)[O:6][CH:7]1[CH2:12][CH2:11][N:10]([C:13]([O:15][C:16]([CH3:19])([CH3:18])[CH3:17])=[O:14])[CH2:9][CH2:8]1)=O.[CH3:27][NH:28][CH3:29]>>[CH3:27][N:28]([CH2:1][C:3]1[CH:4]=[C:5]([CH:20]=[C:21]([C:23]([F:26])([F:25])[F:24])[CH:22]=1)[O:6][CH:7]1[CH2:12][CH2:11][N:10]([C:13]([O:15][C:16]([CH3:19])([CH3:18])[CH3:17])=[O:14])[CH2:9][CH2:8]1)[CH3:29]. Procedure: The title compound was prepared according to the method of Example 41, Step 2 using tert-butyl 4-[3-formyl-5-(trifluoromethyl)phenoxy]piperidine-1-carboxylate and dimethylamine as starting materials. LCMS (M+H)+: 403.2. Starting materials: CCN(C(C)C)C(C)C (DIPEA), N(=[N+]=[N-])[C@@H]1CNC[C@H]1F ((trans)-3-azido-4-fluoropyrrolidine), C(=O)(OCC1=CC=CC=C1)Cl (CBZ-Cl). Run in C(Cl)Cl (CH2Cl2). Reaction conditions: time 8 hour. The product is N(=[N+]=[N-])[C@@H]1CN(C[C@H]1F)C(=O)OCC1=CC=CC=C1 ((trans)-benzyl 3-azido-4-fluoropyrrolidine-1-carboxylate). Yield: 87.3%. RXN SMILES: [N:1]([C@H:4]1[C@H:8]([F:9])[CH2:7][NH:6][CH2:5]1)=[N+:2]=[N-:3].CCN(C(C)C)C(C)C.[C:19](Cl)([O:21][CH2:22][C:23]1[CH:28]=[CH:27][CH:26]=[CH:25][CH:24]=1)=[O:20]>C(Cl)Cl>[N:1]([C@H:4]1[C@H:8]([F:9])[CH2:7][N:6]([C:19]([O:21][CH2:22][C:23]2[CH:28]=[CH:27][CH:26]=[CH:25][CH:24]=2)=[O:20])[CH2:5]1)=[N+:2]=[N-:3]. Procedure details: To a stirred mixture of (trans)-3-azido-4-fluoropyrrolidine (18 g) in CH2Cl2 (120 mL) was added DIPEA (35 g, 0.27 mol, 2.5 eq), then CBZ-Cl (22 g, 0.13 mol) was added dropwise at 0-5° C. After addition, the resulting mixture was stirred at rt overnight. The mixture was washed with sat. aq. NH4Cl (150 mL), sat. aq. NaHCO3 (3×40 mL) and brine (40 mL). The organic layer was concentrated and purified by column (petroleum ether/EtOAc=10:1˜5:1) to give the title compound (30 g, ˜100% yield in two step... Starting materials: CCOC(=O)CC1OB(O)c2cc(Oc3nnc(C(N)=O)s3)cc(C)c21, C1CCOC1, [Li+], [OH-], O. Yields the product Cc1cc(Oc2nnc(C(N)=O)s2)cc2c1C(CC(=O)O)OB2O. As a reaction SMILES: [C:1]([NH2:2])(=[O:3])[c:4]1[n:5][n:6][c:7]([O:9][c:10]2[cH:11][c:12]([CH3:26])[c:13]3[c:14]([cH:25]2)[B:15]([OH:24])[O:16][CH:17]3[CH2:18][C:19](=[O:20])[O:21][CH2:22][CH3:23])[s:8]1.[CH2:29]1[O:30][CH2:31][CH2:32][CH2:33]1.[Li+:28].[OH-:27].[OH2:34]>>[C:1]([NH2:2])(=[O:3])[c:4]1[n:5][n:6][c:7]([O:9][c:10]2[cH:11][c:12]([CH3:26])[c:13]3[c:14]([cH:25]2)[B:15]([OH:24])[O:16][CH:17]3[CH2:18][C:19](=[O:20])[OH:21])[s:8]1. Solvent: C1CCOC1 (THF), C1CCOC1 (THF). As a reaction SMILES: C[O:2][C:3]([C:5]1([C:10]2[CH:15]=[CH:14][CH:13]=[CH:12][CH:11]=2)[CH2:9][CH2:8][CH2:7][CH2:6]1)=O.[H-].[H-].[H-].[H-].[Li+].[Al+3].O.[OH-].[Na+]>C1COCC1>[C:10]1([C:5]2([CH2:3][OH:2])[CH2:9][CH2:8][CH2:7][CH2:6]2)[CH:15]=[CH:14][CH:13]=[CH:12][CH:11]=1 |f:1.2.3.4.5.6,8.9|. Reported procedure: A solution of the product of Step A (3.00 g, 14.71 mmol) in 10 mL THF was added dropwise to a suspension of LiAlH4 (1.25 g, 33.09 mmol) in 25 mL dry THF. The reaction mixture was stirred at reflux for three hours. The excess LiAlH4 was destroyed following the method described in Reagents for Organic Synthesis, Vol 1 [1967] p. 584 (J. Wiley & Son), by quenching the cooled reaction mixture with the addition of 1.25 mL water, followed by the addition of 1.25 mL 154 sodium hydroxide (w/v), followed ... The yield is 79.8%. Starting materials: O (water), 154, [OH-].[Na+] (sodium hydroxide), COC(=O)C1(CCCC1)C1=CC=CC=C1 (methyl-1-phenyl-1-cyclopentanecarboxylate), [H-].[H-].[H-].[H-].[Li+].[Al+3] (LiAlH4), O (water). The product is C1(=CC=CC=C1)C1(CCCC1)CO (1-phenylcyclopentanemethanol). Starting materials: C1=CC=CC=2CN(CC3=C(C21)C=CC=C3)C#N (5,7-dihydro-6H-dibenz[c,e]azepine-6-carbonitrile), ClC1=CC=C(CO)C=C1 (p-chlorobenzyl alcohol). The product is C1=CC=CC=2CN(CC3=C(C21)C=CC=C3)C(OCC3=CC=C(C=C3)Cl)=N (p-chlorobenzyl 5,7-dihydro-6H-dibenz[c,e]azepine-6-carboximidate). RXN SMILES: [CH:1]1[C:11]2[C:10]3[CH:12]=[CH:13][CH:14]=[CH:15][C:9]=3[CH2:8][N:7]([C:16]#[N:17])[CH2:6][C:5]=2[CH:4]=[CH:3][CH:2]=1.[Cl:18][C:19]1[CH:26]=[CH:25][C:22]([CH2:23][OH:24])=[CH:21][CH:20]=1>>[CH:1]1[C:11]2[C:10]3[CH:12]=[CH:13][CH:14]=[CH:15][C:9]=3[CH2:8][N:7]([C:16](=[NH:17])[O:24][CH2:23][C:22]3[CH:25]=[CH:26][C:19]([Cl:18])=[CH:20][CH:21]=3)[CH2:6][C:5]=2[CH:4]=[CH:3][CH:2]=1. Procedure: starting from 5,7-dihydro-6H-dibenz[c,e]azepine-6-carbonitrile and p-chlorobenzyl alcohol, there is obtained p-chlorobenzyl 5,7-dihydro-6H-dibenz[c,e]azepine-6-carboximidate, m.p. 103°-105° C.; Starting materials: COC1=CC=C(C=C1)[C@@H]1SC2=C(N(C([C@@H]1O)=O)CCN(C)C)C=CC=C2 ((+)-cis-2-(4-methoxyphenyl)-3-hydroxy-5-[2-(dimethylamino)ethyl]-2,3-dihydro-1,5-benzothiazepin-4(5H)-one), COC=1C=C(C(=O)O)C=CC1[N+](=O)[O-] (3-methoxy-4-nitrobenzoic acid), C1(CCCCC1)N=C=NC1CCCCC1 (dicyclohexylcarbodiimide). The reagents and catalysts are CN(C1=CC=NC=C1)C (4-(dimethylamino)pyridine). Run in C(Cl)Cl (methylene chloride), CN(C=O)C (dimethylformamide). Conditions: time 8 hour. Product: COC1=CC=C(C=C1)[C@@H]1SC2=C(N(C([C@@H]1OC(C1=CC(=C(C=C1)[N+](=O)[O-])OC)=O)=O)CCN(C)C)C=CC=C2 ((+)-cis-2-(4-methoxyphenyl)-3-(3-methoxy-4-nitrobenzoyloxy)-5-[2-(dimethylamino)ethyl]-2,3-dihydro-1,5-benzothiazepin-4(5H)-one). Yield: 67.5%. As a reaction SMILES: [CH3:1][O:2][C:3]1[CH:8]=[CH:7][C:6]([C@H:9]2[C@@H:15]([OH:16])[C:14](=[O:17])[N:13]([CH2:18][CH2:19][N:20]([CH3:22])[CH3:21])[C:12]3[CH:23]=[CH:24][CH:25]=[CH:26][C:11]=3[S:10]2)=[CH:5][CH:4]=1.[CH3:27][O:28][C:29]1[CH:30]=[C:31]([CH:35]=[CH:36][C:37]=1[N+:38]([O-:40])=[O:39])[C:32](O)=[O:33].C1(N=C=NC2CCCCC2)CCCCC1>C(Cl)Cl.CN(C)C=O.CN(C)C1C=CN=CC=1>[CH3:1][O:2][C:3]1[CH:4]=[CH:5][C:6]([C@H:9]2[C@@H:15]([O:16][C:32](=[O:33])[C:31]3[CH:35]=[CH:36][C:37]([N+:38]([O-:40])=[O:39])=[C:29]([O:28][CH3:27])[CH:30]=3)[C:14](=[O:17])[N:13]([CH2:18][CH2:19][N:20]([CH3:22])[CH3:21])[C:12]3[CH:23]=[CH:24][CH:25]=[CH:26][C:11]=3[S:10]2)=[CH:7][CH:8]=1. Procedure: 1.2 g of (+)-cis-2-(4-methoxyphenyl)-3-hydroxy-5-[2-(dimethylamino)ethyl]-2,3-dihydro-1,5-benzothiazepin-4(5H)-one, 1.08 g of 3-methoxy-4-nitrobenzoic acid and 0.96 g of dicyclohexylcarbodiimide are dissolved in a mixture of 30 ml of methylene chloride and 8 ml of dimethylformamide under ice-cooling. A catalytic amount of 4-(dimethylamino)pyridine is added to the solution, and said mixture is stirred at room temperature overnight. After the reaction, the precipitates are removed by filtration. T... The reactants are CCOC(=O)CN(CC(=O)OCC)Cc1ccc2cc([N+](=O)[O-])c3ccc(CN(CC(=O)OCC)CC(=O)OCC)nc3c2n1, CCO, O=C[O-], [NH4+], C1CCOC1, O. The product is CCOC(=O)CN(CC(=O)OCC)Cc1ccc2cc(N)c3ccc(CN(CC(=O)OCC)CC(=O)OCC)nc3c2n1. RXN SMILES: [CH2:1]([CH3:2])[O:3][C:4](=[O:5])[CH2:6][N:7]([CH2:8][C:9](=[O:10])[O:11][CH2:12][CH3:13])[CH2:14][c:15]1[n:16][c:17]2[c:18]3[n:19][c:20]([CH2:32][N:33]([CH2:34][C:35](=[O:36])[O:37][CH2:38][CH3:39])[CH2:40][C:41](=[O:42])[O:43][CH2:44][CH3:45])[cH:21][cH:22][c:23]3[cH:24][c:25]([N+:29]([O-:30])=[O:31])[c:26]2[cH:27][cH:28]1.[CH3:55][CH2:56][OH:57].[CH:46]([O-:47])=[O:48].[NH4+:49].[O:50]1[CH2:51][CH2:52][CH2:53][CH2:54]1.[OH2:58]>>[CH2:1]([CH3:2])[O:3][C:4](=[O:5])[CH2:6][N:7]([CH2:8][C:9](=[O:10])[O:11][CH2:12][CH3:13])[CH2:14][c:15]1[n:16][c:17]2[c:18]3[n:19][c:20]([CH2:32][N:33]([CH2:34][C:35](=[O:36])[O:37][CH2:38][CH3:39])[CH2:40][C:41](=[O:42])[O:43][CH2:44][CH3:45])[cH:21][cH:22][c:23]3[cH:24][c:25]([NH2:29])[c:26]2[cH:27][cH:28]1. Reactants: N1=C(C=CC=C1)CC(=O)OCC (ethyl pyridine-2-acetate), N(=O)[O-].[Na+] (sodium nitrite). Solvent: C(C)(=O)O (acetic acid), O (water), O (water). Yields the product ON=C(C(=O)OCC)C1=NC=CC=C1 (Ethyl hydroxyimino-pyridine-2-acetate). The yield is 95.2%. Reaction SMILES: [N:1]1[CH:6]=[CH:5][CH:4]=[CH:3][C:2]=1[CH2:7][C:8]([O:10][CH2:11][CH3:12])=[O:9].[N:13]([O-])=[O:14].[Na+]>C(O)(=O)C.O>[OH:14][N:13]=[C:7]([C:2]1[CH:3]=[CH:4][CH:5]=[CH:6][N:1]=1)[C:8]([O:10][CH2:11][CH3:12])=[O:9] |f:1.2|. Procedure details: To a stirring solution of ethyl pyridine-2-acetate (12.6 g, 76.3 mmol) in acetic acid (19 mL) at 5° C. was added a solution of sodium nitrite (6.05 g, 87.7 mmol) in water (12 mL) at a rate sufficient to maintain the internal temperature below 15° C. After complete addition and an additional 30 min, an additional 30 mL of water was added. The resulting white precipitate was filtered, washed with water, saturated aqueous NaHCO3, and again with water. The solid was then dried under vacuum to give 1...